Dataset: the Open Reaction Database (ORD), a public repository of structured organic reaction records. Task: describe an organic reaction: reactants, conditions, products, and yield Starting materials: [OH-].[Li+] (lithium hydroxide), carboxylic acid, BOC, C(C)N (ethylamine), C1(=CC=CC=C1)O (phenol), C1(CC1)N (cyclopropylamine), ester, amine, Cl.NO (hydroxylamine hydrochloride), BrCC(=O)OCC (ethyl bromoacetate), oxime, amine, C(C)(=O)[O-] (acetate). Reagents/catalysts: [Rh] (rhodium). Solvent: C([O-])([O-])=O.[Na+].[Na+] (sodium carbonate). Product: C(C)OC(COC1=C(C=C(C=C1)Cl)CN)=O (Ethyl-(2-aminomethyl-4-chlorophenoxy)-acetate). RXN SMILES: [ClH:1].NO.[C:4]1([OH:10])[CH:9]=[CH:8][CH:7]=[CH:6][CH:5]=1.C([O-])(=O)C.Br[CH2:16][C:17]([O:19][CH2:20][CH3:21])=[O:18].[OH-].[Li+].[CH2:24]([NH2:26])C.C1(N)CC1>C(=O)([O-])[O-].[Na+].[Na+].[Rh]>[CH2:20]([O:19][C:17](=[O:18])[CH2:16][O:10][C:4]1[CH:9]=[CH:8][C:7]([Cl:1])=[CH:6][C:5]=1[CH2:24][NH2:26])[CH3:21] |f:0.1,5.6,9.10.11|. Procedure details: 4-Chlorosalicaldehyde is condensed with hydroxylamine hydrochloride in ethanolic aqueous sodium carbonate solution in Step A. The oxime is reduced by hydrogenation over a catalyst such as rhodium and the amine is protected as its BOC derivative under standard conditions. The phenol is alkylated in Step D with an acetate equivalent such as ethyl bromoacetate and the resulting ester is hydrolysed with lithium hydroxide. The product carboxylic acid is coupled to an amine such as ethylamine or cyclo... Reactants: FC1=C(C=CC=2CCCCC12)COC1OCCCC1 (2-((1-Fluoro-5,6,7,8-tetrahydronaphthalen-2-yl)methoxy)-tetrahydro-2H-pyran), CC1=CC=C(C=C1)S(=O)(=O)[O-].C1=CC=[NH+]C=C1 (PPTS). Solvent: CCO (EtOH). The product is FC1=C(C=CC=2CCCCC12)CO ((1-Fluoro-5,6,7,8-tetrahydronaphthalen-2-yl)methanol). Reaction SMILES: [F:1][C:2]1[C:11]2[CH2:10][CH2:9][CH2:8][CH2:7][C:6]=2[CH:5]=[CH:4][C:3]=1[CH2:12][O:13]C1CCCCO1.CC1C=CC(S([O-])(=O)=O)=CC=1.C1C=C[NH+]=CC=1>CCO>[F:1][C:2]1[C:11]2[CH2:10][CH2:9][CH2:8][CH2:7][C:6]=2[CH:5]=[CH:4][C:3]=1[CH2:12][OH:13] |f:1.2|. Reported procedure: To a stirring solution of 47.6 (0.75 g, 2.8 mmol) in EtOH (25 mL) at 23° C., is added PPTS (catalytic). The mixture is stirred until TLC confirms consumption of the starting material. The mixture is concentrated in vacuo. The residue is purified by column chromatography (silica, EtOAc/Hexane), to afford alcohol 47.7. Reactants: CCO, Clc1cc(Cl)ncn1, NN, O. Yields the product NNc1cc(Cl)ncn1. RXN SMILES: [CH3:12][CH2:13][OH:14].[Cl:4][c:5]1[n:6][cH:7][n:8][c:9]([Cl:11])[cH:10]1.[NH2:2][NH2:3].[OH2:1]>>[NH:2]([NH2:3])[c:9]1[n:8][cH:7][n:6][c:5]([Cl:4])[cH:10]1. The reagents and catalysts are [Pd] (palladium on activated carbon). RXN SMILES: [CH3:1][O:2][C:3](=[O:21])[CH2:4][N:5]([C:12]1[CH:17]=[CH:16][C:15]([N+:18]([O-])=O)=[CH:14][CH:13]=1)[C:6](=[O:11])[C:7]([F:10])([F:9])[F:8].[H][H]>CO.C(Cl)Cl.[Pd]>[CH3:1][O:2][C:3](=[O:21])[CH2:4][N:5]([C:12]1[CH:13]=[CH:14][C:15]([NH2:18])=[CH:16][CH:17]=1)[C:6](=[O:11])[C:7]([F:10])([F:9])[F:8]. The reactants are COC(CN(C(C(F)(F)F)=O)C1=CC=C(C=C1)[N+](=O)[O-])=O ([(4-Nitro-phenyl)-(2,2,2-trifluoro-acetyl)-amino]-acetic acid methyl ester), [H][H] (hydrogen). The solvent is CO (methanol), C(Cl)Cl (methylene chloride). Reported procedure: The compound from step b above (3.05 g, 10 mmol) was dissolved in a mixture of methanol (100 mL) and methylene chloride (15 mL) and hydrogenated in the presence of 10% palladium on activated carbon (700 mg) using a hydrogen balloon at room temperature overnight. The reaction mixture was filtered and the filtrate was concentrated to give the title compound (2.74 g, ˜100%) which was used direct for the next step. 1H NMR (400 MHz, CDCl3) δ: 7.13 (d, 2H), 7.63 (d, 2H), 4.36 (s, 2H), 3.78 (s, 3H), 3.... Yields the product COC(CN(C(C(F)(F)F)=O)C1=CC=C(C=C1)N)=O ([(4-Amino-phenyl)-(2,2,2-trifluoro-acetyl)-amino]-acetic acid methyl ester). Yield: 100.0%. Starting materials: C(C)(C)C(=O)C (methyl isopropyl ketone), N1=CC=CC2=CC=C3C=CC=NC3=C12 (1,10-phenanthroline). Yields the product OC(C(C)C)(C)C1=NC2=C3N=CC=CC3=CC=C2C=C1 (2-[(1-hydroxy-1,2-dimethylpropyl)]-1,10-phenanthroline). Reaction SMILES: [CH:1]([C:4]([CH3:6])=[O:5])([CH3:3])[CH3:2].[N:7]1[C:20]2[C:11](=[CH:12][CH:13]=[C:14]3[C:19]=2[N:18]=[CH:17][CH:16]=[CH:15]3)[CH:10]=[CH:9][CH:8]=1>>[OH:5][C:4]([C:17]1[CH:16]=[CH:15][C:14]2[C:19](=[C:20]3[C:11](=[CH:12][CH:13]=2)[CH:10]=[CH:9][CH:8]=[N:7]3)[N:18]=1)([CH3:6])[CH:1]([CH3:3])[CH3:2]. Procedure: The process of claim 1 wherein methyl isopropyl ketone is coupled with 1,10-phenanthroline to provide 2-[(1-hydroxy-1,2-dimethylpropyl)]-1,10-phenanthroline.